From a dataset of the Open Reaction Database (ORD), a public repository of structured organic reaction records. describe an organic reaction: reactants, conditions, products, and yield Starting materials: C(C)(C)(C)OC(=O)N1CCN(CC1)C(=O)C1=C(N(C2=CC(=CC=C12)OC)C1=CC=CC=C1)Cl (4-(2-Chloro-6-methoxy-1-phenyl-1H-indole-3-carbonyl)-piperazine-1-carboxylic acid tert-butyl ester), CC1=C(C=CC=C1)O (2-methylphenol). Yields the product C(C)(C)(C)OC(=O)N1CCN(CC1)C(=O)C1=C(N(C2=CC(=CC=C12)OC)C1=CC=CC=C1)OC1=C(C=CC=C1)C (4-[6-Methoxy-1-phenyl-2-(2-methyl-phenoxy)-1H-indole-3-carbonyl]-piperazine-1-carboxylic acid tert-butyl ester). RXN SMILES: [C:1]([O:5][C:6]([N:8]1[CH2:13][CH2:12][N:11]([C:14]([C:16]2[C:24]3[C:19](=[CH:20][C:21]([O:25][CH3:26])=[CH:22][CH:23]=3)[N:18]([C:27]3[CH:32]=[CH:31][CH:30]=[CH:29][CH:28]=3)[C:17]=2Cl)=[O:15])[CH2:10][CH2:9]1)=[O:7])([CH3:4])([CH3:3])[CH3:2].[CH3:34][C:35]1[CH:40]=[CH:39][CH:38]=[CH:37][C:36]=1[OH:41]>>[C:1]([O:5][C:6]([N:8]1[CH2:13][CH2:12][N:11]([C:14]([C:16]2[C:24]3[C:19](=[CH:20][C:21]([O:25][CH3:26])=[CH:22][CH:23]=3)[N:18]([C:27]3[CH:32]=[CH:31][CH:30]=[CH:29][CH:28]=3)[C:17]=2[O:41][C:36]2[CH:37]=[CH:38][CH:39]=[CH:40][C:35]=2[CH3:34])=[O:15])[CH2:10][CH2:9]1)=[O:7])([CH3:4])([CH3:3])[CH3:2]. Procedure details: From the compound of step 4, the title compound was prepared analogously as described in example 1, step 2, using 2-methylphenol. Yield: 480 mg.